Dataset: the Open Reaction Database (ORD), a public repository of structured organic reaction records. Task: describe an organic reaction: reactants, conditions, products, and yield The reactants are C(C)(C)N1N=NC(=C1)C=1C(=NC=C(C1)C=1C=C2C=CN(C2=CC1)C)N (3-(1-isopropyltriazol-4-yl)-5-(1-methylindol-5-yl)pyridin-2-amine), C(C)[SiH](CC)CC (triethylsilane), C(=O)(O)[O-].[Na+] (NaHCO3), ice. The solvent is C(=O)(C(F)(F)F)O (TFA). Reaction conditions: temperature 0 celsius, time 1 hour. The product is C(C)(C)N1N=NC(=C1)C=1C(=NC=C(C1)C=1C=C2CCN(C2=CC1)C)N (3-(1-Isopropyl-1H-[1,2,3]triazol-4-yl)-5-(1-methyl-2,3-dihydro-1H-indol-5-yl)-pyridin-2-ylamine). The yield is 46.7%. As a reaction SMILES: [CH:1]([N:4]1[CH:8]=[C:7]([C:9]2[C:10]([NH2:25])=[N:11][CH:12]=[C:13]([C:15]3[CH:16]=[C:17]4[C:21](=[CH:22][CH:23]=3)[N:20]([CH3:24])[CH:19]=[CH:18]4)[CH:14]=2)[N:6]=[N:5]1)([CH3:3])[CH3:2].C([SiH](CC)CC)C.C([O-])(O)=O.[Na+]>C(O)(C(F)(F)F)=O>[CH:1]([N:4]1[CH:8]=[C:7]([C:9]2[C:10]([NH2:25])=[N:11][CH:12]=[C:13]([C:15]3[CH:16]=[C:17]4[C:21](=[CH:22][CH:23]=3)[N:20]([CH3:24])[CH2:19][CH2:18]4)[CH:14]=2)[N:6]=[N:5]1)([CH3:3])[CH3:2] |f:2.3|. Procedure details: To a solution of 3-(1-isopropyltriazol-4-yl)-5-(1-methylindol-5-yl)pyridin-2-amine (170 mg, 0.511 mmol) in TFA (5.0 mL) was added triethylsilane (0.16 mL, 1.022 mmol) at 0° C. The reaction temperature was stirred for 1 h at 0° C. The reaction mixture was poured into ice-cold water (20 mL), basified with saturated NaHCO3, extracted with EtOAc (30 mL), dried over anhydrous Na2SO4 and evaporated the solvent under reduced pressure to get crude compound. Crude compound was washed with diethyl ether t... Reactants: CN(C1(CCC(CC1)=CC(=O)N1CCC(=CC1)C1=CNC2=CC=C(C=C12)OC)C1=CC=CC=C1)C (2-(4-dimethylamino-4-phenylcyclohexylidene)-1-[4-(5-methoxy-1H-indol-3-yl)-3,6-dihydro-2H-pyridine-1-yl]-ethanone), Cl (hydrochloric acid). The solvent is C(C)O (ethanol). Yields the product Cl.CN(C1(CCC(CC1)=CC(=O)N1CCC(=CC1)C1=CNC2=CC=C(C=C12)OC)C1=CC=CC=C1)C (2-(4-dimethylamino-4-phenylcyclohexylidene)-1-[4-(5-methoxy-1H-indol-3-yl)-3,6-dihydro-2H-pyridine-1-yl]-ethanone hydrochloride). The yield is 81.8%. Reaction SMILES: [CH3:1][N:2]([CH3:35])[C:3]1([C:29]2[CH:34]=[CH:33][CH:32]=[CH:31][CH:30]=2)[CH2:8][CH2:7][C:6](=[CH:9][C:10]([N:12]2[CH2:17][CH:16]=[C:15]([C:18]3[C:26]4[C:21](=[CH:22][CH:23]=[C:24]([O:27][CH3:28])[CH:25]=4)[NH:20][CH:19]=3)[CH2:14][CH2:13]2)=[O:11])[CH2:5][CH2:4]1.[ClH:36]>C(O)C>[ClH:36].[CH3:35][N:2]([CH3:1])[C:3]1([C:29]2[CH:30]=[CH:31][CH:32]=[CH:33][CH:34]=2)[CH2:8][CH2:7][C:6](=[CH:9][C:10]([N:12]2[CH2:13][CH:14]=[C:15]([C:18]3[C:26]4[C:21](=[CH:22][CH:23]=[C:24]([O:27][CH3:28])[CH:25]=4)[NH:20][CH:19]=3)[CH2:16][CH2:17]2)=[O:11])[CH2:5][CH2:4]1 |f:3.4|. Procedure: 2-(4-dimethylamino-4-phenylcyclohexylidene)-1-[4-(5-methoxy-1H-indol-3-yl)-3,6-dihydro-2H-pyridine-1-yl]-ethanone (252 mg, 0.536 mmole) was suspended in ethanol (20 ml) and 5M isopropanolic hydrochloric acid (0.214 ml, 1.07 mmole) was added. The hydrochloride precipitated out from the clear solution and after 1 hour was isolated as a colourless solid (222 mg, 82%) with an m.p. of 175°-178° C. (Example 28). Yields the product CC(C)(C(=O)Nc1cccc(Cl)c1)N1COC(CBr)=C(c2ccccc2)C1=O. As a reaction SMILES: [Br:28][N:29]1[C:30](=[O:31])[CH2:32][CH2:33][C:34]1=[O:35].[C:48]([Cl:49])([Cl:50])([Cl:51])[Cl:52].[Cl:1][c:2]1[cH:3][c:4]([NH:8][C:9]([C:10]([CH3:11])([CH3:12])[N:13]2[CH2:14][O:15][C:16]([CH3:26])=[C:17]([c:20]3[cH:21][cH:22][cH:23][cH:24][cH:25]3)[C:18]2=[O:19])=[O:27])[cH:5][cH:6][cH:7]1.[N:36]([C:37]([CH3:38])([CH3:39])[C:40]#[N:41])=[N:42][C:43]([CH3:44])([CH3:45])[C:46]#[N:47]>>[Cl:1][c:2]1[cH:3][c:4]([NH:8][C:9]([C:10]([CH3:11])([CH3:12])[N:13]2[CH2:14][O:15][C:16]([CH2:26][Br:28])=[C:17]([c:20]3[cH:21][cH:22][cH:23][cH:24][cH:25]3)[C:18]2=[O:19])=[O:27])[cH:5][cH:6][cH:7]1. The reactants are O=C1CCC(=O)N1Br, ClC(Cl)(Cl)Cl, CC1=C(c2ccccc2)C(=O)N(C(C)(C)C(=O)Nc2cccc(Cl)c2)CO1, CC(C)(C#N)N=NC(C)(C)C#N. The reactants are CCOC(C)=O, O=C(Nc1nccs1)C(CC1CCCC1)c1ccc([N+](=O)[O-])cc1, [H][H]. Product: Nc1ccc(C(CC2CCCC2)C(=O)Nc2nccs2)cc1. Reaction SMILES: [CH3:27][CH2:28][O:29][C:30](=[O:31])[CH3:32].[CH:1]1([CH2:6][CH:7]([C:8](=[O:9])[NH:10][c:11]2[s:12][cH:13][cH:14][n:15]2)[c:16]2[cH:17][cH:18][c:19]([N+:22]([O-:23])=[O:24])[cH:20][cH:21]2)[CH2:2][CH2:3][CH2:4][CH2:5]1.[H:25][H:26]>>[CH:1]1([CH2:6][CH:7]([C:8](=[O:9])[NH:10][c:11]2[s:12][cH:13][cH:14][n:15]2)[c:16]2[cH:17][cH:18][c:19]([NH2:22])[cH:20][cH:21]2)[CH2:2][CH2:3][CH2:4][CH2:5]1.